Dataset: the Open Reaction Database (ORD), a public repository of structured organic reaction records. Task: describe an organic reaction: reactants, conditions, products, and yield The reactants are CC(C)([O-])C.[K+] (potassium t-butoxide), ClC=1C=C(C=CC1)O (3-chlorophenol), O (water), FC=1C=C(C=CC1)[N+](=O)[O-] (3-fluoronitrobenzene). Run at time 5 minute. As a reaction SMILES: CC(C)([O-])C.[K+].[Cl:7][C:8]1[CH:9]=[C:10]([OH:14])[CH:11]=[CH:12][CH:13]=1.F[C:16]1[CH:17]=[C:18]([N+:22]([O-:24])=[O:23])[CH:19]=[CH:20][CH:21]=1.O>CS(C)=O>[Cl:7][C:8]1[CH:9]=[C:10]([CH:11]=[CH:12][CH:13]=1)[O:14][C:16]1[CH:17]=[C:18]([N+:22]([O-:24])=[O:23])[CH:19]=[CH:20][CH:21]=1 |f:0.1|. Yields the product ClC=1C=C(OC=2C=C(C=CC2)[N+](=O)[O-])C=CC1 (3-(3-chlorophenoxy)nitrobenzene). Solvent: CS(=O)C (DMSO). Procedure details: To a stirred solution of potassium t-butoxide (12.3 g) in DMSO (100 mL) was added at once 3-chlorophenol (12.86 g). The resulting solution was stirred for 5 minutes at room temperature, then 3-fluoronitrobenzene (12.70 g) was added all at once. The resulting dark mixture was heated at 120° C. for 12 hours, cooled to room temperature then poured into water (700 mL). The resulting mixture was extracted with ether (2×200 mL). The organic fraction was washed with 2N NaOH (100 mL), then with water (1... Yields the product CSc1ccc(SCC2CCCCC2C(=O)NCC#N)cc1. The reactants are O=C([O-])[O-], N#CCNC(=O)C1CCCCC1CBr, CSc1ccc(S)cc1, CC(C)=O, [Cs+], [Cs+]. RXN SMILES: [C:15](=[O:16])([O-:17])[O-:18].[C:1](#[N:2])[CH2:3][NH:4][C:5](=[O:6])[CH:7]1[CH:8]([CH2:13][Br:14])[CH2:9][CH2:10][CH2:11][CH2:12]1.[CH3:21][S:22][c:23]1[cH:24][cH:25][c:26]([SH:29])[cH:27][cH:28]1.[CH3:30][C:31](=[O:32])[CH3:33].[Cs+:19].[Cs+:20]>>[C:1](#[N:2])[CH2:3][NH:4][C:5](=[O:6])[CH:7]1[CH:8]([CH2:13][S:29][c:26]2[cH:25][cH:24][c:23]([S:22][CH3:21])[cH:28][cH:27]2)[CH2:9][CH2:10][CH2:11][CH2:12]1.